From a dataset of the Open Reaction Database (ORD), a public repository of structured organic reaction records. describe an organic reaction: reactants, conditions, products, and yield Starting materials: CC1=CC=C(C=C1)C(C)=O (p-methylacetophenone), CC1=CC=C(C=O)C=C1 (p-methylbenzaldehyde), [OH-].[Na+] (sodium hydroxide). The solvent is C(C)O (ethanol), C(C)O (ethanol), O (water), C(C)O (ethanol). Run at time 3.75 hour. Product: CC1=CC=C(C=C1)C=CC(=O)C1=CC=C(C=C1)C (4,4'-dimethylchalcone). Yield: 92.2%. Reaction SMILES: [OH-].[Na+].[CH3:3][C:4]1[CH:9]=[CH:8][C:7]([C:10](=[O:12])[CH3:11])=[CH:6][CH:5]=1.[CH3:13][C:14]1[CH:21]=[CH:20][C:17]([CH:18]=O)=[CH:16][CH:15]=1>O.C(O)C>[CH3:13][C:14]1[CH:21]=[CH:20][C:17]([CH:18]=[CH:11][C:10]([C:7]2[CH:8]=[CH:9][C:4]([CH3:3])=[CH:5][CH:6]=2)=[O:12])=[CH:16][CH:15]=1 |f:0.1|. Procedure details: To a solution of 0.97 g of sodium hydroxide in 9.7 ml of water was added 27.1 ml of ethanol. A solution of 2.563 g of p-methylacetophenone in 4 ml of ethanol was added dropwise to the mixture, followed by dropwise addition of a solution of 2.30 g of p-methylbenzaldehyde in 4 ml of ethanol. The resulting mixture was stirred at room temperature for 3.75 hours, and the solid matter was filtered, washed with cold water and ethanol and thoroughly desiccated to give 4.16 g of 4,4'-dimethylchalcone. The reactants are C1CCOC1, CO, CCOC(=O)C(CC(C)C)c1cc(OCC(F)(F)F)c(Cl)c(-c2ccc(C(F)(F)F)cc2)c1, [Li+], [OH-], O. Yields the product CC(C)CC(C(=O)O)c1cc(OCC(F)(F)F)c(Cl)c(-c2ccc(C(F)(F)F)cc2)c1. RXN SMILES: [CH2:38]1[O:39][CH2:40][CH2:41][CH2:42]1.[CH3:36][OH:37].[Cl:1][c:2]1[c:3]([O:28][CH2:29][C:30]([F:31])([F:32])[F:33])[cH:4][c:5]([CH:18]([C:19](=[O:20])[O:21][CH2:22][CH3:23])[CH2:24][CH:25]([CH3:26])[CH3:27])[cH:6][c:7]1-[c:8]1[cH:9][cH:10][c:11]([C:14]([F:15])([F:16])[F:17])[cH:12][cH:13]1.[Li+:35].[OH-:34].[OH2:43]>>[Cl:1][c:2]1[c:3]([O:28][CH2:29][C:30]([F:31])([F:32])[F:33])[cH:4][c:5]([CH:18]([C:19](=[O:20])[OH:21])[CH2:24][CH:25]([CH3:26])[CH3:27])[cH:6][c:7]1-[c:8]1[cH:9][cH:10][c:11]([C:14]([F:15])([F:16])[F:17])[cH:12][cH:13]1. Starting materials: [OH-].[Na+] (NaOH), OC[C@H]1[C@](C1)(C1=CC=CC=C1)CN(S(=O)(=O)C1=CC=CC=C1)C (N-{[(1R,2R)-2-(hydroxymethyl)-1-phenylcyclopropyl]methyl}-N-methylbenzenesulfonamide), 7B, CC(=O)OI1(C=2C=CC=CC2C(=O)O1)(OC(=O)C)OC(=O)C (Dess-Martin Periodinane). Solvent: C(Cl)Cl (DCM), CC(C)(C)O (2-methylpropan-2-ol), C(C)OCC (diethyl ether), C(Cl)Cl (DCM), EtOAc hexanes. Product: C(=O)[C@H]1[C@](C1)(C1=CC=CC=C1)CN(S(=O)(=O)C1=CC=CC=C1)C (N-{[(1R,2R)-2-formyl-1-phenylcyclopropyl]methyl}N-methylbenzenesulfonamide). Isolated yield 68.1%. Reaction SMILES: [OH:1][CH2:2][C@@H:3]1[CH2:5][C@:4]1([CH2:12][N:13]([CH3:23])[S:14]([C:17]1[CH:22]=[CH:21][CH:20]=[CH:19][CH:18]=1)(=[O:16])=[O:15])[C:6]1[CH:11]=[CH:10][CH:9]=[CH:8][CH:7]=1.CC(OI1(OC(C)=O)(OC(C)=O)OC(=O)C2C=CC=CC1=2)=O.[OH-].[Na+]>C(Cl)Cl.CC(O)(C)C.C(OCC)C>[CH:2]([C@@H:3]1[CH2:5][C@:4]1([CH2:12][N:13]([CH3:23])[S:14]([C:17]1[CH:22]=[CH:21][CH:20]=[CH:19][CH:18]=1)(=[O:15])=[O:16])[C:6]1[CH:11]=[CH:10][CH:9]=[CH:8][CH:7]=1)=[O:1] |f:2.3|. Procedure details: N-{[(1R,2R)-2-(hydroxymethyl)-1-phenylcyclopropyl]methyl}-N-methylbenzenesulfonamide (600 mg, 1.82 mmol), accessed via the method of preparation 7B, was dissolved in 18 mL DCM with 270 uL 2-methylpropan-2-ol and treated with Dess-Martin Periodinane (1.23 g, 2.90 mmol, 1.6 eq) at ambient temperature for 16 h. The reaction mixture was diluted with 42 mL diethyl ether and treated with 22 mL 1N NaOH at ambient temperature for 15 min. The organic phase was separated, the aqueous phase extracted twice... Reaction SMILES: [CH2:26]([O:27][CH2:28][CH3:29])[CH3:30].[CH3:1][c:2]1[c:3]([C:15](=[O:16])[O:17][CH2:18][CH3:19])[n:4][c:5]([CH:7]=[CH:8][c:9]2[cH:10][cH:11][cH:12][cH:13][cH:14]2)[o:6]1.[O:21]1[CH2:22][CH2:23][CH2:24][CH2:25]1.[OH2:20]>>[CH3:1][c:2]1[c:3]([CH2:15][OH:16])[n:4][c:5]([CH:7]=[CH:8][c:9]2[cH:10][cH:11][cH:12][cH:13][cH:14]2)[o:6]1. The reactants are CCOCC, CCOC(=O)c1nc(C=Cc2ccccc2)oc1C, C1CCOC1, O. Yields the product Cc1oc(C=Cc2ccccc2)nc1CO. Reactants: COC(C1=C(C=C(C=C1)N1CCN(CC1)CC1=C(CC(CC1)(C)C)C1=CC=C(C=C1)Cl)OC1=C2C=NNC2=CC=C1)=O (4-{4-[2-(4-Chloro-phenyl)-4,4-dimethyl-cyclohex-1-enylmethyl]-piperazin-1-yl}-2-(1H-indazol-4-yloxy)-benzoic acid methyl ester), ClN1C(CCC1=O)=O (1-chloropyrrolidine-2,5-dione). The solvent is C(C)#N (acetonitrile). Product: N1N=CC2=C(C=CC=C12)OC1=C(C(=O)OC)C=C(C(=C1)N1CCN(CC1)CC1=C(CC(CC1)(C)C)C1=CC=C(C=C1)Cl)Cl (methyl 2-(1H-indazol-4-yloxy)-5-chloro-4-(4-((2-(4-chlorophenyl)-4,4-dimethylcyclohex-1-enyl)methyl)piperazin-1-yl)benzoate). As a reaction SMILES: [CH3:1][O:2][C:3](=[O:42])[C:4]1[CH:9]=[CH:8][C:7]([N:10]2[CH2:15][CH2:14][N:13]([CH2:16][C:17]3[CH2:22][CH2:21][C:20]([CH3:24])([CH3:23])[CH2:19][C:18]=3[C:25]3[CH:30]=[CH:29][C:28]([Cl:31])=[CH:27][CH:26]=3)[CH2:12][CH2:11]2)=[CH:6][C:5]=1[O:32][C:33]1[CH:41]=[CH:40][CH:39]=[C:38]2[C:34]=1[CH:35]=[N:36][NH:37]2.[Cl:43]N1C(=O)CCC1=O>C(#N)C>[NH:37]1[C:38]2[C:34](=[C:33]([O:32][C:5]3[CH:6]=[C:7]([N:10]4[CH2:15][CH2:14][N:13]([CH2:16][C:17]5[CH2:22][CH2:21][C:20]([CH3:24])([CH3:23])[CH2:19][C:18]=5[C:25]5[CH:30]=[CH:29][C:28]([Cl:31])=[CH:27][CH:26]=5)[CH2:12][CH2:11]4)[C:8]([Cl:43])=[CH:9][C:4]=3[C:3]([O:2][CH3:1])=[O:42])[CH:41]=[CH:40][CH:39]=2)[CH:35]=[N:36]1. Procedure: A mixture of EXAMPLE 400D (0.5 g) and 1-chloropyrrolidine-2,5-dione (0.126 g) in acetonitrile (10 mL) was stirred at room temperature for 4 hours. The solvent was removed, and the residue was purified by flash column chromatography on silica gel to give the title compound. Starting materials: Cc1cc2c(cc1C(=O)O)SCCC2NC(=O)OC(C)(C)C, C[n+]1ccccc1Cl, [I-], Nc1ccnc2c1cnn2C(c1ccccc1)(c1ccccc1)c1ccccc1. Yields the product Cc1cc2c(cc1C(=O)Nc1ccnc3c1cnn3C(c1ccccc1)(c1ccccc1)c1ccccc1)SCCC2NC(=O)OC(C)(C)C. Reaction SMILES: [C:1]([CH3:2])([CH3:3])([CH3:4])[O:5][C:6](=[O:7])[NH:8][CH:9]1[CH2:10][CH2:11][S:12][c:13]2[cH:14][c:15]([C:20](=[O:21])[OH:22])[c:16]([CH3:19])[cH:17][c:18]21.[Cl:53][c:54]1[cH:55][cH:56][cH:57][cH:58][n+:59]1[CH3:60].[I-:52].[NH2:23][c:24]1[c:25]2[c:26]([n:27][cH:28][cH:29]1)[n:30]([C:33]([c:34]1[cH:35][cH:36][cH:37][cH:38][cH:39]1)([c:40]1[cH:41][cH:42][cH:43][cH:44][cH:45]1)[c:46]1[cH:47][cH:48][cH:49][cH:50][cH:51]1)[n:31][cH:32]2>>[C:1]([CH3:2])([CH3:3])([CH3:4])[O:5][C:6](=[O:7])[NH:8][CH:9]1[CH2:10][CH2:11][S:12][c:13]2[cH:14][c:15]([C:20](=[O:22])[NH:23][c:24]3[c:25]4[c:26]([n:27][cH:28][cH:29]3)[n:30]([C:33]([c:34]3[cH:35][cH:36][cH:37][cH:38][cH:39]3)([c:40]3[cH:41][cH:42][cH:43][cH:44][cH:45]3)[c:46]3[cH:47][cH:48][cH:49][cH:50][cH:51]3)[n:31][cH:32]4)[c:16]([CH3:19])[cH:17][c:18]21.